describe an organic reaction: reactants, conditions, products, and yield From a dataset of the Open Reaction Database (ORD), a public repository of structured organic reaction records. Reactants: C(C)(=O)OCC (ethyl acetate), COC1=CC=C(C(=O)NC=2C(=CC=CC2)NC(=O)C2CCNCC2)C=C1 (N1-(4-methoxybenzoyl)-N2-(piperidin-4-ylcarbonyl)-1,2-benzenediamine), BrCC1=CC=C(C=C1)C#N (α-bromo-p-tolunitrile), C([O-])([O-])=O.[K+].[K+] (potassium carbonate). Solvent: O (water), C(C)#N (acetonitrile). Yields the product COC1=CC=C(C(=O)NC=2C(=CC=CC2)NC(=O)C2CCN(CC2)CC2=CC=C(C=C2)C#N)C=C1 (N1-(4-Methoxybenzoyl)-N2-[1-(4-cyanobenzyl)piperidin-4-ylcarbonyl]-1,2-benzenediamine). Yield: 89.6%. RXN SMILES: [CH3:1][O:2][C:3]1[CH:26]=[CH:25][C:6]([C:7]([NH:9][C:10]2[C:11]([NH:16][C:17]([CH:19]3[CH2:24][CH2:23][NH:22][CH2:21][CH2:20]3)=[O:18])=[CH:12][CH:13]=[CH:14][CH:15]=2)=[O:8])=[CH:5][CH:4]=1.Br[CH2:28][C:29]1[CH:34]=[CH:33][C:32]([C:35]#[N:36])=[CH:31][CH:30]=1.C(=O)([O-])[O-].[K+].[K+].C(OCC)(=O)C>C(#N)C.O>[CH3:1][O:2][C:3]1[CH:4]=[CH:5][C:6]([C:7]([NH:9][C:10]2[C:11]([NH:16][C:17]([CH:19]3[CH2:20][CH2:21][N:22]([CH2:28][C:29]4[CH:34]=[CH:33][C:32]([C:35]#[N:36])=[CH:31][CH:30]=4)[CH2:23][CH2:24]3)=[O:18])=[CH:12][CH:13]=[CH:14][CH:15]=2)=[O:8])=[CH:25][CH:26]=1 |f:2.3.4|. Procedure details: A solution of N1-(4-methoxybenzoyl)-N2-(piperidin-4-ylcarbonyl)-1,2-benzenediamine (180 mg, 0.510 mmol) and α-bromo-p-tolunitrile (104 mg, 0.530 mmol) in acetonitrile (5 mL) was treated with potassium carbonate and the resulting mixture was heated at reflux for 2 h. The mixture was poured into a mixture of ethyl acetate and water. The organic layer was concentrated in vacuo, the residue dissolved in 10% acetic acid/methanol, and the resulting solution loaded onto an ion exchange resin (SCX, Vari... The reactants are N1=CC=CC=2CCCC(C12)N (5,6,7,8-tetrahydro-quinolin-8-ylamine), C(=O)C1=CC=C(C=C1)NS(=O)(=O)C1=NC=CC=C1 (pyridine-2-sulfonic acid (4-formyl-phenyl)-amide), [BH-](OC(=O)C)(OC(=O)C)OC(=O)C.[Na+] (NaBH(OAc)3). Product: N1=CC=CC=2CCCC(C12)NCC1=CC=C(C=C1)NS(=O)(=O)C1=NC=CC=C1 (Pyridine-2-sulfonic acid {4-[(5,6,7,8-tetrahydro-quinolin-8-ylamino)-methyl]-phenyl}-amide). The yield is 66.7%. As a reaction SMILES: [N:1]1[C:10]2[CH:9]([NH2:11])[CH2:8][CH2:7][CH2:6][C:5]=2[CH:4]=[CH:3][CH:2]=1.[CH:12]([C:14]1[CH:19]=[CH:18][C:17]([NH:20][S:21]([C:24]2[CH:29]=[CH:28][CH:27]=[CH:26][N:25]=2)(=[O:23])=[O:22])=[CH:16][CH:15]=1)=O.[BH-](OC(C)=O)(OC(C)=O)OC(C)=O.[Na+]>>[N:1]1[C:10]2[CH:9]([NH:11][CH2:12][C:14]3[CH:15]=[CH:16][C:17]([NH:20][S:21]([C:24]4[CH:29]=[CH:28][CH:27]=[CH:26][N:25]=4)(=[O:23])=[O:22])=[CH:18][CH:19]=3)[CH2:8][CH2:7][CH2:6][C:5]=2[CH:4]=[CH:3][CH:2]=1 |f:2.3|. Reported procedure: Using General Procedure B: Reaction of 5,6,7,8-tetrahydro-quinolin-8-ylamine (68 mg, 0.46 mmol), pyridine-2-sulfonic acid (4-formyl-phenyl)-amide (120 mg, 0.46 mmol), and NaBH(OAc)3 (291 mg, 1.37 mmol) for 1 h at room temperature followed by purification of the crude product by column chromatography on silica gel (CH2Cl2/MeOH/NH4OH 98:1:1) gave the title compound (121 mg, 67%) as a white foam. RXN SMILES: [Si]([O:8][CH2:9][C:10]1[CH:11]=[C:12]([NH:20][C:21]([N:23]2[C:31]3[C:26](=[CH:27][C:28]([O:32][C:33]4[C:34]5[CH2:42][CH2:41][N:40]([C:43]([O:45][C:46]([CH3:49])([CH3:48])[CH3:47])=[O:44])[CH2:39][C:35]=5[N:36]=[CH:37][N:38]=4)=[CH:29][CH:30]=3)[CH:25]=[CH:24]2)=[O:22])[CH:13]=[C:14]([C:16]([F:19])([F:18])[F:17])[CH:15]=1)(C(C)(C)C)(C)C>C1COCC1.O.C(O)(=O)C.CCOC(C)=O>[OH:8][CH2:9][C:10]1[CH:11]=[C:12]([NH:20][C:21]([N:23]2[C:31]3[C:26](=[CH:27][C:28]([O:32][C:33]4[C:34]5[CH2:42][CH2:41][N:40]([C:43]([O:45][C:46]([CH3:49])([CH3:48])[CH3:47])=[O:44])[CH2:39][C:35]=5[N:36]=[CH:37][N:38]=4)=[CH:29][CH:30]=3)[CH:25]=[CH:24]2)=[O:22])[CH:13]=[C:14]([C:16]([F:19])([F:17])[F:18])[CH:15]=1. Starting materials: [Si](C)(C)(C(C)(C)C)OCC=1C=C(C=C(C1)C(F)(F)F)NC(=O)N1C=CC2=CC(=CC=C12)OC=1C2=C(N=CN1)CN(CC2)C(=O)OC(C)(C)C (tert-butyl 4-(1-(3-((tert-butyldimethylsilyloxy)methyl)-5-(trifluoromethyl)phenylcarbamoyl)-1H-indol-5-yloxy)-5,6-dihydropyrido[3,4-d]pyrimidine-7(8H)-carboxylate). Solvent: C1CCOC1 (THF), O (water), C(C)(=O)O (acetic acid), CCOC(=O)C (EtOAc). Procedure details: To a solution of tert-butyl 4-(1-(3-((tert-butyldimethylsilyloxy)methyl)-5-(trifluoromethyl)phenylcarbamoyl)-1H-indol-5-yloxy)-5,6-dihydropyrido[3,4-d]pyrimidine-7(8H)-carboxylate (0.252 g, 0.361 mmol) in 6 mL of THF and 14 mL of water, 26 mL of acetic acid is added. The mixture is heated to 32° C. for 5 h at which point the reaction is diluted with EtOAc, washed with water/pyridine, saturated sodium bicarbonate, brine and dried over sodium sulfate, concentrated to give the title compound. MS (E... Product: OCC=1C=C(C=C(C1)C(F)(F)F)NC(=O)N1C=CC2=CC(=CC=C12)OC=1C2=C(N=CN1)CN(CC2)C(=O)OC(C)(C)C (Tert-butyl 4-(1-(3-(hydroxymethyl)-5-(trifluoromethyl)phenylcarbamoyl)-1H-indol-5-yloxy)-5,6-dihydropyrido[3,4-d]pyrimidine-7(8H)-carboxylate). Run at temperature 32 celsius. The reactants are OC=1C=C2C=NN(C2=CC1)C(C)=O (1-(5-hydroxyindazol-1-yl)ethanone), N12CCCCCC2=NCCC1 (1,8-diazabicyclo[5.4.0]undec-7-ene), [N+](=O)([O-])C1=CC=C(C=C1)OP(OC1=CC=C(C=C1)[N+](=O)[O-])(=O)C1=CC=CC=C1 (phenylphosphonic acid bis-(4-nitrophenyl) ester). The solvent is ClCCl (dichloromethane), ClCCl (dichloromethane). Reaction conditions: time 2 hour. The product is [N+](=O)([O-])C1=CC=C(C=C1)OP(OC=1C=C2C=NN(C2=CC1)C(C)=O)(=O)C1=CC=CC=C1 (phenylphosphonic acid 1-acetyl-1H-indazol-5-yl ester 4-nitrophenyl ester). The yield is 93.1%. RXN SMILES: [N+:1]([C:4]1[CH:9]=[CH:8][C:7]([O:10][P:11]([C:23]2[CH:28]=[CH:27][CH:26]=[CH:25][CH:24]=2)(=O)[O:12]C2C=CC([N+]([O-])=O)=CC=2)=[CH:6][CH:5]=1)([O-:3])=[O:2].[OH:29][C:30]1[CH:31]=[C:32]2[C:36](=[CH:37][CH:38]=1)[N:35]([C:39](=[O:41])[CH3:40])[N:34]=[CH:33]2.N12CCCN=C1CCCCC2>ClCCl>[N+:1]([C:4]1[CH:9]=[CH:8][C:7]([O:10][P:11]([C:23]2[CH:28]=[CH:27][CH:26]=[CH:25][CH:24]=2)(=[O:12])[O:29][C:30]2[CH:31]=[C:32]3[C:36](=[CH:37][CH:38]=2)[N:35]([C:39](=[O:41])[CH3:40])[N:34]=[CH:33]3)=[CH:6][CH:5]=1)([O-:3])=[O:2]. Procedure details: A solution of 2.36 g of phenylphosphonic acid bis-(4-nitrophenyl) ester (prepared according to procedure E) in 60 ml of dichloromethane is cooled in an ice bath. 1.041 g of 1-(5-hydroxyindazol-1-yl)ethanone and 900 mg of 1,8-diazabicyclo[5.4.0]undec-7-ene in 40 ml of dichloromethane are added thereto and the reaction is continued at 20° C. for 2 hours. The reaction medium is washed with a saturated sodium bicarbonate solution until discoloration of the organic phase. After separation by settling... Starting materials: BrC1=C(C=CC=C1)C(F)(F)F (1-bromo-2-trifluoromethyl-benzene), C(C1=CC=CC=C1)N1CC(OCC1)C1(OC1)C1=CC=CC=C1 (4-Benzyl-2-(2-phenyl-oxiranyl)-morpholine), O (water), [Mg] (magnesium). The reagents and catalysts are [Cu](I)I (copper iodide). Run in O1CCCC1 (tetrahydrofuran), O1CCCC1 (tetrahydrofuran), O1CCCC1 (tetrahydrofuran). Conditions: temperature -78 celsius. Product: C(C1=CC=CC=C1)N1CC(OCC1)C(CC1=C(C=CC=C1)C(F)(F)F)(O)C1=CC=CC=C1 (1-(4-Benzyl-morpholin-2-yl)-1-phenyl-2-(2-trifluoromethyl-phenyl)-ethanol). The yield is 11.8%. RXN SMILES: [Mg].Br[C:3]1[CH:8]=[CH:7][CH:6]=[CH:5][C:4]=1[C:9]([F:12])([F:11])[F:10].[CH2:13]([N:20]1[CH2:25][CH2:24][O:23][CH:22]([C:26]2([C:29]3[CH:34]=[CH:33][CH:32]=[CH:31][CH:30]=3)[CH2:28][O:27]2)[CH2:21]1)[C:14]1[CH:19]=[CH:18][CH:17]=[CH:16][CH:15]=1.O>O1CCCC1.[Cu](I)I>[CH2:13]([N:20]1[CH2:25][CH2:24][O:23][CH:22]([C:26]([C:29]2[CH:34]=[CH:33][CH:32]=[CH:31][CH:30]=2)([OH:27])[CH2:28][C:3]2[CH:8]=[CH:7][CH:6]=[CH:5][C:4]=2[C:9]([F:12])([F:11])[F:10])[CH2:21]1)[C:14]1[CH:15]=[CH:16][CH:17]=[CH:18][CH:19]=1. Procedure details: To a suspension of magnesium turnings in tetrahydrofuran (2 mL) at room temperature under nitrogen atmosphere was added a solution of 1-bromo-2-trifluoromethyl-benzene (7.6 g, 5 equiv., available from Acros) in tetrahydrofuran (32 mL) and the mixture was stirred for an hour. The solution was cooled to −78° C. and copper iodide (646 mg) was added followed by dropwise addition of a solution of 4-Benzyl-2-(2-phenyl-oxiranyl)-morpholine (2 g, 1 equiv.) in tetrahydrofuran (10 mL). The resulting mixtu... Reactants: B, C1CCOC1, CSC, Cc1ccccc1, Cl, [N-]=[N+]=NCC(=O)c1ccc(OCc2ccccc2)c(F)c1. Product: [N-]=[N+]=NCC(O)c1ccc(OCc2ccccc2)c(F)c1. RXN SMILES: [BH3:4].[CH2:27]1[O:28][CH2:29][CH2:30][CH2:31]1.[CH3:1][S:2][CH3:3].[CH3:32][c:33]1[cH:34][cH:35][cH:36][cH:37][cH:38]1.[ClH:26].[N:5](=[N+:6]=[N-:7])[CH2:8][C:9](=[O:10])[c:11]1[cH:12][c:13]([F:25])[c:14]([O:17][CH2:18][c:19]2[cH:20][cH:21][cH:22][cH:23][cH:24]2)[cH:15][cH:16]1>>[N:5](=[N+:6]=[N-:7])[CH2:8][CH:9]([OH:10])[c:11]1[cH:12][c:13]([F:25])[c:14]([O:17][CH2:18][c:19]2[cH:20][cH:21][cH:22][cH:23][cH:24]2)[cH:15][cH:16]1. Reactants: C(CCCCC)N (n-Hexyl amine), C(=O)(OCC)[C@H](O)[C@@H](O)C(=O)OCC (diethyl L-tartrate), C(CCCCC)N (n-hexyl amine), C(=O)(OCC)[C@H](O)[C@@H](O)C(=O)OCC (diethyl L-tartrate), CO (methanol), C(=O)(OCC)[C@H](O)[C@@H](O)C(=O)OCC (Diethyl L-tartrate), CO (methanol). Solvent: O (water), O (water). Run at time 30 minute. Yields the product C(CCCCC)NC([C@H](O)[C@@H](O)C(=O)NCCCCCC)=O (N,N′-Di-n-hexyl L-tartaramide). Yield: 14.0%. Reaction SMILES: [CH2:1]([NH2:7])[CH2:2][CH2:3][CH2:4][CH2:5][CH3:6].[C:8]([C@@H:13]([C@H:15]([C:17]([O:19]CC)=O)[OH:16])[OH:14])([O:10]CC)=O.CO>O>[CH2:1]([NH:7][C:8](=[O:10])[C@@H:13]([C@H:15]([C:17]([NH:7][CH2:1][CH2:2][CH2:3][CH2:4][CH2:5][CH3:6])=[O:19])[OH:16])[OH:14])[CH2:2][CH2:3][CH2:4][CH2:5][CH3:6]. Procedure: N,N′-Di-n-hexyl L-tartaramide was prepared by the reaction of n-hexyl amine with diethyl L-tartrate. Diethyl L-tartrate (20.007 g, 1.0 eq) and HPLC grade methanol (40 mL) were weighed into a 250 mL round-bottomed flask equipped with a teflon coated magnetic stir bar. n-Hexyl amine (20.614 g, 2.0 eq) was slowly poured into the stirring diethyl L-tartrate solution. Some fuming and a color change from water-white to pale yellow were observed. Additional methanol (10 mL) was used to rinse all of the... Reactants: O=C(OC(Cl)(Cl)Cl)OC(Cl)(Cl)Cl, CN1CCN(CCO)CC1, CN1CCOCC1, ClCCl, CC(c1cccc(N)c1)n1c(=O)oc2cc(F)c(F)cc21. The product is CC(c1cccc(NC(=O)OCCN2CCN(C)CC2)c1)n1c(=O)oc2cc(F)c(F)cc21. As a reaction SMILES: [C:39](=[O:40])([O:41][C:42]([Cl:43])([Cl:44])[Cl:45])[O:46][C:47]([Cl:48])([Cl:49])[Cl:50].[CH3:22][N:23]1[CH2:24][CH2:25][N:26]([CH2:29][CH2:30][OH:31])[CH2:27][CH2:28]1.[CH3:32][N:33]1[CH2:34][CH2:37][O:36][CH2:35][CH2:38]1.[Cl:51][CH2:52][Cl:53].[NH2:1][c:2]1[cH:3][c:4]([CH:8]([CH3:9])[n:10]2[c:11](=[O:21])[o:12][c:13]3[c:14]2[cH:15][c:16]([F:20])[c:17]([F:19])[cH:18]3)[cH:5][cH:6][cH:7]1>>[NH:1]([c:2]1[cH:3][c:4]([CH:8]([CH3:9])[n:10]2[c:11](=[O:21])[o:12][c:13]3[c:14]2[cH:15][c:16]([F:20])[c:17]([F:19])[cH:18]3)[cH:5][cH:6][cH:7]1)[C:35]([O:31][CH2:30][CH2:29][N:26]1[CH2:25][CH2:24][N:23]([CH3:22])[CH2:28][CH2:27]1)=[O:36]. Starting materials: N1(CCCC1)CCN (2-pyrrolidin-1-yl-ethylamine), CN1CCOCC1 (N-methyl-morpholine), C(C)(C)(C)OC(N[C@@H](C(C)C)CC(NCCN1CCCC1)=O)=O ({(R)-2-Methyl-1-[(2-pyrrolidin-1-yl-ethylcarbamoyl)-methyl]-propyl}-carbamic acid tert-butyl ester), C=1C=CC2=C(C1)N=NN2O (HOBT), CCN=C=NCCCN(C)C.Cl (EDCl), C(C)(C)(C)OC(=O)N[C@H](CC(=O)O)C(C)C ((R)-3-tert-butoxycarbonylamino-4-methyl-pentanoic acid). Solvent: CN(C)C=O (DMF), CCOC(=O)C (EtOAc), O (Water), CN(C)C=O (DMF). Conditions: time 8 hour. Product: N1(CCCC1)CCNC(C[C@H](C(C)C)NC(=O)NC1=CC=C(C=C1)C1=CC=CC=C1)=O ((R)-3-(3-Biphenyl-4-yl-ureido)-4-methyl-pentanoic Acid (2-pyrrolidin-1-yl-ethyl)-amide). Isolated yield 78.0%. Reaction SMILES: C(O[C:6](=[O:23])[NH:7][C@H:8]([CH2:12][C:13](=[O:22])[NH:14][CH2:15][CH2:16][N:17]1[CH2:21][CH2:20][CH2:19][CH2:18]1)[CH:9]([CH3:11])[CH3:10])(C)(C)C.[CH:24]1[CH:25]=[CH:26][C:27]2N(O)N=[N:30][C:28]=2[CH:29]=1.CCN=C=N[CH2:39][CH2:40][CH2:41]N(C)C.Cl.[C:46](OC(N[C@@H](C(C)C)CC(O)=O)=O)(C)([CH3:48])[CH3:47].N1(CCN)CCCC1.CN1CCOCC1>CN(C=O)C.CCOC(C)=O.O>[N:17]1([CH2:16][CH2:15][NH:14][C:13](=[O:22])[CH2:12][C@@H:8]([NH:7][C:6]([NH:30][C:28]2[CH:29]=[CH:24][C:25]([C:39]3[CH:40]=[CH:41][CH:48]=[CH:46][CH:47]=3)=[CH:26][CH:27]=2)=[O:23])[CH:9]([CH3:10])[CH3:11])[CH2:18][CH2:19][CH2:20][CH2:21]1 |f:2.3|. Procedure: {(R)-2-Methyl-1-[(2-pyrrolidin-1-yl-ethylcarbamoyl)-methyl]-propyl}-carbamic acid tert-butyl ester. HOBT (0.351 g, 2.6 mmol) and EDCl (0.5 g, 2.6 mmol) were added to a solution of (R)-3-tert-butoxycarbonylamino-4-methyl-pentanoic acid (0.4 g, 1.7 mmol) in DMF (8.5 mL). Following the addition of a solution of 2-pyrrolidin-1-yl-ethylamine (0.3 g, 2.6 mmol) in DMF (2 mL), N-methyl-morpholine (0.26 g, 2.6 mmol) was added dropwise. The reaction mixture was stirred at rt overnight. Water (20 mL) and E...